This data is from the Open Reaction Database (ORD), a public repository of structured organic reaction records. The task is: describe an organic reaction: reactants, conditions, products, and yield Starting materials: [Cl-].[NH4+] (ammonium chloride), [H-].[Al+3].[Li+].[H-].[H-].[H-] (lithium aluminum hydride), BrC=1C=CC(=C(C=O)C1)OCCN1CCCC1 (5-bromo-2-(2-pyrrolidin-1-ylethoxy)benzaldehyde), [H-].[Al+3].[Li+].[H-].[H-].[H-] (lithium aluminum hydride). Solvent: C1CCOC1 (THF). Reaction conditions: time 2 hour. Product: BrC=1C=CC(=C(C1)CO)OCCN1CCCC1 ([5-bromo-2-(2-pyrrolidin-1-ylethoxy)phenyl]methanol). RXN SMILES: [H-].[Al+3].[Li+].[H-].[H-].[H-].[Br:7][C:8]1[CH:9]=[CH:10][C:11]([O:16][CH2:17][CH2:18][N:19]2[CH2:23][CH2:22][CH2:21][CH2:20]2)=[C:12]([CH:15]=1)[CH:13]=[O:14].[Cl-].[NH4+]>C1COCC1>[Br:7][C:8]1[CH:9]=[CH:10][C:11]([O:16][CH2:17][CH2:18][N:19]2[CH2:23][CH2:22][CH2:21][CH2:20]2)=[C:12]([CH2:13][OH:14])[CH:15]=1 |f:0.1.2.3.4.5,7.8|. Reported procedure: 3.4 mL (3.40 mmol) of a lithium aluminum hydride solution (1M in THF) was added under argon at 0° C. to a solution of 1.00 g (3.35 mmol) of 5-bromo-2-(2-pyrrolidin-1-ylethoxy)benzaldehyde (Example 24.1a) in 20 mL of THF and the mixture was stirred for 2 hours at RT. A further 6.8 mL of lithium aluminum hydride solution (1M in THF) was added and the mixture was stirred for 2 hours at RT. The reaction mixture was slowly combined with sat. aqueous ammonium chloride solution and the aqueous phase wa... The reactants are ClC1=CC=C(C=C1)O (4-chlorophenol), ClC=1C(=CC2=C(C=C(C(O2)C(F)(F)F)C(=O)OCC)C1)F (ethyl 6-chloro-7-fluoro-2-(trifluoromethyl)-2H-1-benzopyran-3-carboxylate). Product: ClC=1C(=CC2=C(C=C(C(O2)C(F)(F)F)C(=O)O)C1)OC1=CC=C(C=C1)Cl (6-Chloro-7-(4-chlorophenoxy)-2-(trifluoromethyl)-2H-1-benzopyran-3-carboxylic Acid). Reaction SMILES: [Cl:1][C:2]1[CH:7]=[CH:6][C:5]([OH:8])=[CH:4][CH:3]=1.[Cl:9][C:10]1[C:11](F)=[CH:12][C:13]2[O:18][CH:17]([C:19]([F:22])([F:21])[F:20])[C:16]([C:23]([O:25]CC)=[O:24])=[CH:15][C:14]=2[CH:28]=1>>[Cl:9][C:10]1[C:11]([O:8][C:5]2[CH:6]=[CH:7][C:2]([Cl:1])=[CH:3][CH:4]=2)=[CH:12][C:13]2[O:18][CH:17]([C:19]([F:22])([F:20])[F:21])[C:16]([C:23]([OH:25])=[O:24])=[CH:15][C:14]=2[CH:28]=1. Procedure: The title compound was prepared from 4-chlorophenol and ethyl 6-chloro-7-fluoro-2-(trifluoromethyl)-2H-1-benzopyran-3-carboxylate (Example 183, Step 2) via a procedure similar to that described in Example 183, Steps 3 and 4: mp 205.4-206.5° C. 1H NMR (acetone-d6/300 MHz) 7.93 (s, 1H), 7.75 (s, 1H), 7.50 (d, 2H, J=8.9 Hz), 7.19 (d, 2H, J=8.9 Hz), 6.69 (s, 1H), 5.87 (q, 1H, J=7.0 Hz). 19F NMR (acetone-d6/282 MHz) −79.4 (d, J=7.2 Hz). FABLRMS m/z 403 (M−H). ESHRMS m/z 402.9773 (M−H, Calc'd 402.9752... The reactants are [Al+3], CCOC(=O)c1csc(N2CCN(C)CC2)n1, [H-], [H-], [H-], [H-], [Li+], C1CCOC1. The product is CN1CCN(c2nc(CO)cs2)CC1. Reaction SMILES: [Al+3:19].[CH3:1][N:2]1[CH2:3][CH2:4][N:5]([c:8]2[s:9][cH:10][c:11]([C:13](=[O:14])[O:15][CH2:16][CH3:17])[n:12]2)[CH2:6][CH2:7]1.[H-:18].[H-:21].[H-:22].[H-:23].[Li+:20].[O:24]1[CH2:25][CH2:26][CH2:27][CH2:28]1>>[CH3:1][N:2]1[CH2:3][CH2:4][N:5]([c:8]2[s:9][cH:10][c:11]([CH2:13][OH:14])[n:12]2)[CH2:6][CH2:7]1. Reagents/catalysts: [Pt](=O)=O (platinum dioxide). Starting materials: FC(C=1C=C(COC[C@@](C=C[N+](=O)[O-])(O[Si](CC)(CC)CC)C2=CC=CC=C2)C=C(C1)C(F)(F)F)(F)F ((S)-(1-(3,5-bis(trifluoromethyl)benzyloxy)-4-nitro-2-phenylbut-3-en-2-yloxy)triethylsilane). Reported procedure: A flask was charged with (S)-(1-(3,5-bis(trifluoromethyl)benzyloxy)-4-nitro-2-phenylbut-3-en-2-yloxy)triethylsilane (35 mg, 64 μmol), methanol (1.5 mL), and platinum dioxide (20 mg, 88 μmol). The flask was purged with hydrogen and stirred under a balloon of hydrogen for 2 h. The reaction was filtered through celite and concentrated. Column chromatography (5% methanol/dichloromethane) gave 20 mg (60%) as a colorless oil. Retention time: 1.98 min. (Phenomenex C18 3.0×50 mm, 10% MeOH/90% H2O/0.1% T... As a reaction SMILES: [F:1][C:2]([F:37])([F:36])[C:3]1[CH:4]=[C:5]([CH:29]=[C:30]([C:32]([F:35])([F:34])[F:33])[CH:31]=1)[CH2:6][O:7][CH2:8][C@:9]([C:23]1[CH:28]=[CH:27][CH:26]=[CH:25][CH:24]=1)([O:15][Si:16]([CH2:21][CH3:22])([CH2:19][CH3:20])[CH2:17][CH3:18])[CH:10]=[CH:11][N+:12]([O-])=O>[Pt](=O)=O.CO>[F:36][C:2]([F:1])([F:37])[C:3]1[CH:4]=[C:5]([CH:29]=[C:30]([C:32]([F:35])([F:34])[F:33])[CH:31]=1)[CH2:6][O:7][CH2:8][C@:9]([C:23]1[CH:28]=[CH:27][CH:26]=[CH:25][CH:24]=1)([O:15][Si:16]([CH2:19][CH3:20])([CH2:21][CH3:22])[CH2:17][CH3:18])[CH2:10][CH2:11][NH2:12]. Run at time 2 hour. Yields the product FC(C=1C=C(COC[C@@](CCN)(O[Si](CC)(CC)CC)C2=CC=CC=C2)C=C(C1)C(F)(F)F)(F)F ((S)-4-(3,5-bis(trifluoromethyl)benzyloxy)-3-phenyl-3-(triethylsilyloxy)butan-1-amine). The solvent is CO (methanol), CO (MeOH), CO (MeOH).